Dataset: the Open Reaction Database (ORD), a public repository of structured organic reaction records. Task: describe an organic reaction: reactants, conditions, products, and yield Starting materials: ClC=1C=C(CN2C(C3=C(C(N(C=C3CC2)C)=O)OC)=O)C=CC1F (2-(3-chloro-4-fluorobenzyl)-8-methoxy-6-methyl-2,3,4,6-tetrahydro-2,6-naphthyridine-1,7-dione), Br (HBr). The solvent is C(C)(=O)O (acetic acid), C(C)(=O)O (acetic acid). The product is ClC=1C=C(CN2C(C3=C(C(N(C=C3CC2)C)=O)O)=O)C=CC1F (2-(3-Chloro-4-fluorobenzyl)-8-hydroxy-6-methyl-2,3,4,6-tetrahydro-2,6-naphthyridine-1,7-dione). Reaction SMILES: [Cl:1][C:2]1[CH:3]=[C:4]([CH:21]=[CH:22][C:23]=1[F:24])[CH2:5][N:6]1[CH2:15][CH2:14][C:13]2[C:8](=[C:9]([O:18]C)[C:10](=[O:17])[N:11]([CH3:16])[CH:12]=2)[C:7]1=[O:20].Br>C(O)(=O)C>[Cl:1][C:2]1[CH:3]=[C:4]([CH:21]=[CH:22][C:23]=1[F:24])[CH2:5][N:6]1[CH2:15][CH2:14][C:13]2[C:8](=[C:9]([OH:18])[C:10](=[O:17])[N:11]([CH3:16])[CH:12]=2)[C:7]1=[O:20]. Procedure: A solution of 2-(3-chloro-4-fluorobenzyl)-8-methoxy-6-methyl-2,3,4,6-tetrahydro-2,6-naphthyridine-1,7-dione (30 mg, 0.086 mmol) and 33% HBr in acetic acid (5 mL) in acetic acid (10 mL) was stirred at room temperature for 2 hours. The product mixture was concentrated under vacuum. The residue was subjected to preparative reverse phase HPLC purification. Collection and lyophilization of appropriate fractions provide the titled compound. Reactants: CCCCCCCc1cnc(-c2ccc(O)cc2)nc1, CN(C)c1ccncc1, C(=NC1CCCCC1)=NC1CCCCC1, ClCCl, CCCCCCC(C)Oc1cc([N+](=O)[O-])c(C(=O)O)cc1N. The product is CCCCCCCc1cnc(-c2ccc(OC(=O)c3cc(N)c(OC(C)CCCCCC)cc3[N+](=O)[O-])cc2)nc1. Reaction SMILES: [CH2:23]([CH2:24][CH2:25][CH2:26][CH2:27][CH2:28][CH3:29])[c:30]1[cH:31][n:32][c:33](-[c:36]2[cH:37][cH:38][c:39]([OH:42])[cH:40][cH:41]2)[n:34][cH:35]1.[CH3:58][N:59]([CH3:60])[c:61]1[cH:62][cH:63][n:64][cH:65][cH:66]1.[CH:43]1([N:44]=[C:45]=[N:46][CH:47]2[CH2:48][CH2:49][CH2:50][CH2:51][CH2:52]2)[CH2:53][CH2:54][CH2:55][CH2:56][CH2:57]1.[Cl:67][CH2:68][Cl:69].[NH2:1][c:2]1[c:3]([O:14][CH:15]([CH3:16])[CH2:17][CH2:18][CH2:19][CH2:20][CH2:21][CH3:22])[cH:4][c:5]([N+:11](=[O:12])[O-:13])[c:6]([C:7](=[O:8])[OH:9])[cH:10]1>>[NH2:1][c:2]1[c:3]([O:14][CH:15]([CH3:16])[CH2:17][CH2:18][CH2:19][CH2:20][CH2:21][CH3:22])[cH:4][c:5]([N+:11](=[O:12])[O-:13])[c:6]([C:7](=[O:8])[O:9][c:39]2[cH:38][cH:37][c:36](-[c:33]3[n:32][cH:31][c:30]([CH2:23][CH2:24][CH2:25][CH2:26][CH2:27][CH2:28][CH3:29])[cH:35][n:34]3)[cH:41][cH:40]2)[cH:10]1. Reactants: CC(=O)O, COCOc1cccc2sc(-c3nnc(C)o3)cc12, O, O. Product: Cc1nnc(-c2cc3c(O)cccc3s2)o1. RXN SMILES: [C:22]([OH:23])(=[O:24])[CH3:25].[CH3:1][O:2][CH2:3][O:4][c:5]1[cH:6][cH:7][cH:8][c:9]2[s:10][c:11](-[c:14]3[o:15][c:16]([CH3:19])[n:17][n:18]3)[cH:12][c:13]12.[OH2:20].[OH2:21]>>[OH:4][c:5]1[cH:6][cH:7][cH:8][c:9]2[s:10][c:11](-[c:14]3[o:15][c:16]([CH3:19])[n:17][n:18]3)[cH:12][c:13]12. Starting materials: [BH4-], CCO, CC(=O)O, CO, COC(=O)c1cc(F)cc2[nH]c(-c3ccc(CN(C)C(=O)OC)cc3)c(C=C[N+](=O)[O-])c12, [Na+], O. The product is COC(=O)c1cc(F)cc2[nH]c(-c3ccc(CN(C)C(=O)OC)cc3)c(CC[N+](=O)[O-])c12. Reaction SMILES: [BH4-:6].[CH3:1][CH2:2][OH:3].[CH3:41][C:42](=[O:43])[OH:44].[CH3:4][OH:5].[CH3:8][O:9][C:10](=[O:11])[c:12]1[c:13]2[c:14]([CH:35]=[CH:36][N+:37](=[O:38])[O-:39])[c:15](-[c:22]3[cH:23][cH:24][c:25]([CH2:28][N:29]([CH3:30])[C:31](=[O:32])[O:33][CH3:34])[cH:26][cH:27]3)[nH:16][c:17]2[cH:18][c:19]([F:21])[cH:20]1.[Na+:7].[OH2:40]>>[CH3:8][O:9][C:10](=[O:11])[c:12]1[c:13]2[c:14]([CH2:35][CH2:36][N+:37](=[O:38])[O-:39])[c:15](-[c:22]3[cH:23][cH:24][c:25]([CH2:28][N:29]([CH3:30])[C:31](=[O:32])[O:33][CH3:34])[cH:26][cH:27]3)[nH:16][c:17]2[cH:18][c:19]([F:21])[cH:20]1. Starting materials: C1CCOC1, C[Si](C)(C)[N-][Si](C)(C)C, COC(=O)Cl, ClCCl, FC(F)(F)c1cc2cccnc2[nH]1, [Li+], O. Yields the product COC(=O)n1c(C(F)(F)F)cc2cccnc21. Reaction SMILES: [CH2:30]1[O:31][CH2:32][CH2:33][CH2:34]1.[CH3:1][Si:2]([CH3:3])([CH3:4])[N-:5][Si:6]([CH3:7])([CH3:8])[CH3:9].[Cl:24][C:25](=[O:26])[O:27][CH3:28].[Cl:35][CH2:36][Cl:37].[F:11][C:12]([c:13]1[cH:14][c:15]2[c:16]([n:17][cH:18][cH:19][cH:20]2)[nH:21]1)([F:22])[F:23].[Li+:10].[OH2:29]>>[F:11][C:12]([c:13]1[cH:14][c:15]2[c:16]([n:17][cH:18][cH:19][cH:20]2)[n:21]1[C:25](=[O:26])[O:27][CH3:28])([F:22])[F:23]. The reactants are ClCCl, CN(C)C=O, O=C(Cl)C(=O)Cl, CC(=O)SC1CC(CC(=O)O)N(C(=O)OCc2ccc([N+](=O)[O-])cc2)C1. Yields the product COC(=O)CC1CC(SC(C)=O)CN1C(=O)OCc1ccc([N+](=O)[O-])cc1. As a reaction SMILES: [CH2:38]([Cl:39])[Cl:40].[CH3:33][N:34]([CH3:35])[CH:36]=[O:37].[Cl:27][C:28]([C:29]([Cl:30])=[O:31])=[O:32].[N+:1](=[O:2])([O-:3])[c:4]1[cH:5][cH:6][c:7]([CH2:8][O:9][C:10](=[O:11])[N:12]2[CH:13]([CH2:21][C:22](=[O:23])[OH:24])[CH2:14][CH:15]([S:17][C:18]([CH3:19])=[O:20])[CH2:16]2)[cH:25][cH:26]1>>[N+:1](=[O:2])([O-:3])[c:4]1[cH:5][cH:6][c:7]([CH2:8][O:9][C:10](=[O:11])[N:12]2[CH:13]([CH2:21][C:22](=[O:23])[O:24][CH3:28])[CH2:14][CH:15]([S:17][C:18]([CH3:19])=[O:20])[CH2:16]2)[cH:25][cH:26]1. As a reaction SMILES: [Br:1][C:2]1[CH:3]=[C:4]([N:8]2[C:12]([C:13]3[CH:18]=[CH:17][CH:16]=[C:15]([Cl:19])[CH:14]=3)=[CH:11][C:10]([C:20](O)=[O:21])=[N:9]2)[CH:5]=[CH:6][CH:7]=1.ClC1C=C(N2C(C3C=CC=C(OCCO)C=3)=CC(C([N:47]3[CH2:51][C:50](=[O:52])[NH:49][CH2:48]3)=O)=N2)C=CC=1>>[Br:1][C:2]1[CH:3]=[C:4]([N:8]2[C:12]([C:13]3[CH:18]=[CH:17][CH:16]=[C:15]([Cl:19])[CH:14]=3)=[CH:11][C:10]([C:20]([N:47]3[CH2:51][C:50](=[O:52])[NH:49][CH2:48]3)=[O:21])=[N:9]2)[CH:5]=[CH:6][CH:7]=1. Reactants: BrC=1C=C(C=CC1)N1N=C(C=C1C1=CC(=CC=C1)Cl)C(=O)O (1-(3-Bromophenyl)-5-(3-chlorophenyl)-1H-pyrazole-3-carboxylic acid), ClC=1C=C(C=CC1)N1N=C(C=C1C1=CC(=CC=C1)OCCO)C(=O)N1CNC(C1)=O (1-({1-(3-Chlorophenyl)-5-[3-(2-hydroxyethoxy)phenyl]-1H-pyrazol-3-yl}carbonyl)imidazolidin-4-one). The product is BrC=1C=C(C=CC1)N1N=C(C=C1C1=CC(=CC=C1)Cl)C(=O)N1CNC(C1)=O (1-{[1-(3-Bromophenyl)-5-(3-chlorophenyl)-1H-pyrazol-3-yl]carbonyl}imidazolidin-4-one). Procedure details: The preparation of the title compound takes place starting from the compound of Example 98A in analogy to the synthesis of the compound of Example 23. 122 mg (52% of theory) of the title compound are obtained. The solvent is O (water). Run at time 15 minute. Product: CC1(OC2=C(O1)C=CC(=C2)[N+](=O)[O-])C (2,2-Dimethyl-5-nitro-1,3-benzodioxole). Procedure details: A solution of 70% (conc.) nitric acid (20 ml) and glacial acetic acid (10 ml) cooled at 12° C. was treated by drops with 5 g (33.3 mmole) of the compound of Example 3A at a rate to maintain the temperature at 15°-20° C. Stirring was continued for 15 minutes after addition, then the brown slurry was diluted to 100 ml with water and filtered. The solid was washed with water, taken up in CH2Cl2, dried (Na2SO4) and evaporated to 5.40 g (83%) of pure yellow mononitro title compound. Reaction SMILES: [N+:1]([O-:4])(O)=[O:2].C(O)(=O)C.[CH3:9][C:10]1([CH3:19])[O:14][C:13]2[CH:15]=[CH:16][CH:17]=[CH:18][C:12]=2[O:11]1>O>[CH3:9][C:10]1([CH3:19])[O:11][C:12]2[CH:18]=[CH:17][C:16]([N+:1]([O-:4])=[O:2])=[CH:15][C:13]=2[O:14]1. The reactants are [N+](=O)(O)[O-] (nitric acid), C(C)(=O)O (acetic acid), CC1(OC2=C(O1)C=CC=C2)C (2,2-Dimethyl-1,3-benzodioxole). Starting materials: CN(CC(=O)O)NC(=O)NCc1ccncc1, CCOC(OCC)C(C)N(Cc1csc2ccccc12)C(=O)C(C)N. The product is CCOC(OCC)C(C)N(Cc1csc2ccccc12)C(=O)C(C)NC(=O)CN(C)NC(=O)NCc1ccncc1. As a reaction SMILES: [CH3:1][N:2]([NH:3][C:4]([NH:5][CH2:6][c:7]1[cH:8][cH:9][n:10][cH:11][cH:12]1)=[O:13])[CH2:14][C:15](=[O:16])[OH:17].[NH2:18][CH:19]([C:20](=[O:21])[N:22]([CH:23]([CH:24]([O:25][CH2:26][CH3:27])[O:28][CH2:29][CH3:30])[CH3:31])[CH2:32][c:33]1[c:34]2[c:35]([s:36][cH:37]1)[cH:38][cH:39][cH:40][cH:41]2)[CH3:42]>>[CH3:1][N:2]([NH:3][C:4]([NH:5][CH2:6][c:7]1[cH:8][cH:9][n:10][cH:11][cH:12]1)=[O:13])[CH2:14][C:15](=[O:17])[NH:18][CH:19]([C:20](=[O:21])[N:22]([CH:23]([CH:24]([O:25][CH2:26][CH3:27])[O:28][CH2:29][CH3:30])[CH3:31])[CH2:32][c:33]1[c:34]2[c:35]([s:36][cH:37]1)[cH:38][cH:39][cH:40][cH:41]2)[CH3:42]. The reactants are CC=1NC(=C(C(C1C(=O)OC)C1=CC(=CC=C1)[N+](=O)[O-])C(=O)OC(C)C)C (Methyl 1-Methylethyl 1,4-Dihydro-2,6-dimethyl-4-(3-nitrophenyl)-3,5-pyridinedicarboxylate), [NH4+].[Cl-] (NH4Cl). Reagents/catalysts: [Zn] (zinc). Solvent: C(C)O (ethanol). Reaction conditions: time 50 minute. The product is CC=1NC(=C(C(C1C(=O)OC)C1=CC(=CC=C1)NO)C(=O)OC(C)C)C (Methyl 1-Methylethyl 1,4-Dihydro-2,6-dimethyl-4-(3-hydroxylamino-phenyl)-3,5-pyridinedicarboxylate). Isolated yield 98.5%. As a reaction SMILES: [CH3:1][C:2]1[NH:3][C:4]([CH3:27])=[C:5]([C:21]([O:23][CH:24]([CH3:26])[CH3:25])=[O:22])[CH:6]([C:12]2[CH:17]=[CH:16][CH:15]=[C:14]([N+:18]([O-])=[O:19])[CH:13]=2)[C:7]=1[C:8]([O:10][CH3:11])=[O:9].[NH4+].[Cl-]>C(O)C.[Zn]>[CH3:1][C:2]1[NH:3][C:4]([CH3:27])=[C:5]([C:21]([O:23][CH:24]([CH3:25])[CH3:26])=[O:22])[CH:6]([C:12]2[CH:17]=[CH:16][CH:15]=[C:14]([NH:18][OH:19])[CH:13]=2)[C:7]=1[C:8]([O:10][CH3:11])=[O:9] |f:1.2|. Procedure: To a solution of 81 (0.75 g, 2 mmol) and NH4Cl (0.26 g, 4.85 mmol) in 86% aqueous ethanol (22 mL) was added zinc powder (0.52 g, 7.95 mmol). The resulting mixture was stirred vigorously at room temperature for 50 minutes. The mixture was filtered, and the solvent was washed with water (40 mL) and dried (MgSO4), and the solvent was removed with a rotary evaporator to obtain 0.71 g of 82 as a yellow oil which was condensed with aldehydes without further purification.